Dataset: the Open Reaction Database (ORD), a public repository of structured organic reaction records. Task: describe an organic reaction: reactants, conditions, products, and yield Reactants: CC1(C)OC(=O)C(CNC(=O)OCc2ccccc2)O1, CCO, C1=CCCC=C1, O=C(O)C(F)(F)F, [Pd]. Product: O=C([O-])C(F)(F)F, CC1(C)OC(=O)C(C[NH3+])O1. Reaction SMILES: [CH2:1]([O:2][C:3](=[O:4])[NH:10][CH2:11][CH:12]1[O:13][C:14]([CH3:18])([CH3:19])[O:15][C:16]1=[O:17])[c:5]1[cH:6][cH:7][cH:8][cH:9][cH:20]1.[CH3:34][CH2:35][OH:36].[CH:21]1=[CH:26][CH:25]=[CH:24][CH2:23][CH2:22]1.[F:27][C:28]([C:29](=[O:30])[OH:31])([F:32])[F:33].[Pd:37]>>[F:27][C:28]([C:29](=[O:30])[O-:31])([F:32])[F:33].[NH3+:10][CH2:11][CH:12]1[O:13][C:14]([CH3:18])([CH3:19])[O:15][C:16]1=[O:17].